This data is from the Open Reaction Database (ORD), a public repository of structured organic reaction records. The task is: describe an organic reaction: reactants, conditions, products, and yield Starting materials: FC1=C(C=CC(=C1)C(F)(F)F)C1=NC(NC(=C1)C(F)(F)F)=O (4-(2-fluoro-4-trifluoromethyl-phenyl)-6-trifluoromethyl-1H-pyrimidin-2-one), O=P(Cl)(Cl)Cl (phosphoroxychloride). Yields the product ClC1=NC(=CC(=N1)C1=C(C=C(C=C1)C(F)(F)F)F)C(F)(F)F (2-Chloro-4-(2-fluoro-4-trifluoromethyl-phenyl)-6-trifluoromethyl-pyrimidine), solid. Isolated yield 96.0%. As a reaction SMILES: [F:1][C:2]1[CH:7]=[C:6]([C:8]([F:11])([F:10])[F:9])[CH:5]=[CH:4][C:3]=1[C:12]1[CH:17]=[C:16]([C:18]([F:21])([F:20])[F:19])[NH:15][C:14](=O)[N:13]=1.O=P(Cl)(Cl)[Cl:25]>>[Cl:25][C:14]1[N:13]=[C:12]([C:3]2[CH:4]=[CH:5][C:6]([C:8]([F:11])([F:10])[F:9])=[CH:7][C:2]=2[F:1])[CH:17]=[C:16]([C:18]([F:21])([F:20])[F:19])[N:15]=1. Procedure: The title compound was prepared from 4-(2-fluoro-4-trifluoromethyl-phenyl)-6-trifluoromethyl-1H-pyrimidin-2-one (9.84 g, 0.03 mol) and phosphoroxychloride (50 ml) according to the general procedure I. Obtained as a light yellow solid (9.99 g, 96%). MS (ISN) 341.2 [(M−H)−]; mp 47° C. Product: CCCCc1nnc(OCC2CCN(C(=O)OC(C)(C)C)CC2OCOC)cc1-c1ccc(OC2CCCCC2)cc1. Reactants: COCOC1CN(C(=O)OC(C)(C)C)CCC1CO, CCCCc1nnc(Cl)cc1-c1ccc(OC2CCCCC2)cc1, CCOC(C)=O, [H-], [Na+], CN(C)C=O, O. As a reaction SMILES: [C:1]([CH3:2])([CH3:3])([CH3:4])[O:5][C:6](=[O:7])[N:8]1[CH2:9][CH:10]([O:16][CH2:17][O:18][CH3:19])[CH:11]([CH2:14][OH:15])[CH2:12][CH2:13]1.[CH2:22]([CH2:23][CH2:24][CH3:25])[c:26]1[n:27][n:28][c:29]([Cl:45])[cH:30][c:31]1-[c:32]1[cH:33][cH:34][c:35]([O:38][CH:39]2[CH2:40][CH2:41][CH2:42][CH2:43][CH2:44]2)[cH:36][cH:37]1.[CH3:52][CH2:53][O:54][C:55](=[O:56])[CH3:57].[H-:20].[Na+:21].[O:47]=[CH:48][N:49]([CH3:50])[CH3:51].[OH2:46]>>[C:1]([CH3:2])([CH3:3])([CH3:4])[O:5][C:6](=[O:7])[N:8]1[CH2:9][CH:10]([O:16][CH2:17][O:18][CH3:19])[CH:11]([CH2:14][O:15][c:29]2[n:28][n:27][c:26]([CH2:22][CH2:23][CH2:24][CH3:25])[c:31](-[c:32]3[cH:33][cH:34][c:35]([O:38][CH:39]4[CH2:40][CH2:41][CH2:42][CH2:43][CH2:44]4)[cH:36][cH:37]3)[cH:30]2)[CH2:12][CH2:13]1.